Dataset: the Open Reaction Database (ORD), a public repository of structured organic reaction records. Task: describe an organic reaction: reactants, conditions, products, and yield Reactants: C1(CCCCC1)C(O)C=1C(=NN(C1)C1=NC=C(C=C1)C(F)(F)F)COC (cyclohexyl{3-(methoxymethyl)-1-[5-(trifluoromethyl)pyridin-2-yl]-1H-pyrazol-4-yl}methanol), NC1=CC=C(C=C1)C(=O)N(CCC(=O)OCC)C (ethyl 3-{[(4-aminophenyl)carbonyl](methyl)amino}propanoate). The product is C1(CCCCC1)C(C=1C(=NN(C1)C1=NC=C(C=C1)C(F)(F)F)COC)NC1=CC=C(C=C1)C(=O)N(CCC(=O)O)C (3-[({4-[(cyclohexyl{3-(methoxymethyl)-1-[5-(trifluoromethyl)pyridin-2-yl]-1H-pyrazol-4-yl}methyl)amino]phenyl}carbonyl)(methyl)amino]propanoic acid). Yield: 9.1%. Reaction SMILES: [CH:1]1([CH:7]([C:9]2[C:10]([CH2:24][O:25][CH3:26])=[N:11][N:12]([C:14]3[CH:19]=[CH:18][C:17]([C:20]([F:23])([F:22])[F:21])=[CH:16][N:15]=3)[CH:13]=2)O)[CH2:6][CH2:5][CH2:4][CH2:3][CH2:2]1.[NH2:27][C:28]1[CH:33]=[CH:32][C:31]([C:34]([N:36]([CH3:44])[CH2:37][CH2:38][C:39]([O:41]CC)=[O:40])=[O:35])=[CH:30][CH:29]=1>>[CH:1]1([CH:7]([NH:27][C:28]2[CH:29]=[CH:30][C:31]([C:34]([N:36]([CH3:44])[CH2:37][CH2:38][C:39]([OH:41])=[O:40])=[O:35])=[CH:32][CH:33]=2)[C:9]2[C:10]([CH2:24][O:25][CH3:26])=[N:11][N:12]([C:14]3[CH:19]=[CH:18][C:17]([C:20]([F:23])([F:22])[F:21])=[CH:16][N:15]=3)[CH:13]=2)[CH2:6][CH2:5][CH2:4][CH2:3][CH2:2]1. Procedure: Using cyclohexyl{3-(methoxymethyl)-1-[5-(trifluoromethyl)pyridin-2-yl]-1H-pyrazol-4-yl}methanol (1.2 g) synthesized in Example 29(4) and ethyl 3-{[(4-aminophenyl)carbonyl](methyl)amino}propanoate (1.0 g) synthesized in Example 2(2) and in the same manner as in Example 1(7), the title object compound (0.17 g, 8%) was obtained as a white solid.